This data is from the Open Reaction Database (ORD), a public repository of structured organic reaction records. The task is: describe an organic reaction: reactants, conditions, products, and yield Starting materials: CC(C)C[C@@H](C(=O)N[C@@H](CC(C)C)C(=O)O)N (Leu-Leu), C([O-])([O-])=O.[K+].[K+] (potassium carbonate), C(C)(=O)OC(C)=O (acetic anhydride). Solvent: O (water), CCOCC (ether). Conditions: time 1 hour. Product: N([C@@H](CC(C)C)C(=O)N[C@@H](CC(C)C)C(=O)O)C(=O)C (Ac-Leu-Leu). Yield: 74.0%. As a reaction SMILES: [CH3:1][CH:2]([CH2:4][C@H:5]([NH2:17])[C:6]([NH:8][C@H:9]([C:14]([OH:16])=[O:15])[CH2:10][CH:11]([CH3:13])[CH3:12])=[O:7])[CH3:3].C(=O)([O-])[O-].[K+].[K+].[C:24](OC(=O)C)(=[O:26])[CH3:25]>O.CCOCC>[NH:17]([C:24]([CH3:25])=[O:26])[C@H:5]([C:6]([NH:8][C@H:9]([C:14]([OH:16])=[O:15])[CH2:10][CH:11]([CH3:12])[CH3:13])=[O:7])[CH2:4][CH:2]([CH3:1])[CH3:3] |f:1.2.3|. Reported procedure: Leu-Leu (1.0 g, 3.8 mmol) and potassium carbonate (7.0 g, 5 mmol) are dissolved in 100 ml of water. The solution is cooled with ice and 5.0 ml acetic anhydride in 50 ml of ether is added dropwise under vigorous stirring. Stirring is continued for one hour, then the ice-bath is removed and the stirring continued for further 2 hours. The water phase is separated, acidified with hydrochloric acid. The precipitate is stirred for one hour, filtered, washed with water and dried yielding 0.8 gram (74%)... Reactants: O=C1CCC(N2Cc3c(OCc4ccc(CBr)cc4)cccc3C2=O)C(=O)N1, CCN(C(C)C)C(C)C, CC#N, Clc1cccc(C2CCNCC2)c1, Cl. Product: O=C1CCC(N2Cc3c(OCc4ccc(CN5CCC(c6cccc(Cl)c6)CC5)cc4)cccc3C2=O)C(=O)N1. RXN SMILES: [Br:1][CH2:2][c:3]1[cH:4][cH:5][c:6]([CH2:7][O:8][c:9]2[c:10]3[c:14]([cH:15][cH:16][cH:17]2)[C:13](=[O:18])[N:12]([CH:19]2[C:20](=[O:26])[NH:21][C:22](=[O:25])[CH2:23][CH2:24]2)[CH2:11]3)[cH:27][cH:28]1.[CH2:43]([N:44]([CH:45]([CH3:46])[CH3:47])[CH:48]([CH3:49])[CH3:50])[CH3:51].[CH3:52][C:53]#[N:54].[Cl:30][c:31]1[cH:32][c:33]([CH:37]2[CH2:38][CH2:39][NH:40][CH2:41][CH2:42]2)[cH:34][cH:35][cH:36]1.[ClH:29]>>[CH2:2]([c:3]1[cH:4][cH:5][c:6]([CH2:7][O:8][c:9]2[c:10]3[c:14]([cH:15][cH:16][cH:17]2)[C:13](=[O:18])[N:12]([CH:19]2[C:20](=[O:26])[NH:21][C:22](=[O:25])[CH2:23][CH2:24]2)[CH2:11]3)[cH:27][cH:28]1)[N:40]1[CH2:39][CH2:38][CH:37]([c:33]2[cH:32][c:31]([Cl:30])[cH:36][cH:35][cH:34]2)[CH2:42][CH2:41]1.